This data is from the Open Reaction Database (ORD), a public repository of structured organic reaction records. The task is: describe an organic reaction: reactants, conditions, products, and yield Starting materials: [OH-].[Na+] (sodium hydroxide), C(C)O (ethanol), C(C)OC(C1=CC=C(OCCCC2CCN(CC2)CCCOC2=CC=C(C([O-])=N)C=C2)C=C1)=N (4-{3-[4-(3-{4-[ethoxy(imino)methyl]phenoxy}propyl)-1-piperidinyl]propoxy}benzimidate), Cl.C(C)ON (O-ethylhydroxylamine hydrochloride). The solvent is O (water), C(Cl)(Cl)Cl (chloroform), C(C)N(CC)CC (triethylamine). Reaction conditions: time 3.5 day. Product: NC(C1=CC=C(OCCCC2CCN(CC2)CCCOC2=CC=C(C(=O)N)C=C2)C=C1)=NOCC (4-{3-[4-(3-{4-[amino(ethoxyimino)methyl]phenoxy}propyl)-1-piperidinyl]propoxy}benzamide). As a reaction SMILES: C(O)C.C(O[C:7](=[NH:37])[C:8]1[CH:36]=[CH:35][C:11]([O:12][CH2:13][CH2:14][CH2:15][CH:16]2[CH2:21][CH2:20][N:19]([CH2:22][CH2:23][CH2:24][O:25][C:26]3[CH:34]=[CH:33][C:29]([C:30](=[NH:32])[O-:31])=[CH:28][CH:27]=3)[CH2:18][CH2:17]2)=[CH:10][CH:9]=1)C.Cl.[CH2:39]([O:41][NH2:42])[CH3:40].[OH-].[Na+]>O.C(Cl)(Cl)Cl.C(N(CC)CC)C>[NH2:37][C:7](=[N:42][O:41][CH2:39][CH3:40])[C:8]1[CH:9]=[CH:10][C:11]([O:12][CH2:13][CH2:14][CH2:15][CH:16]2[CH2:21][CH2:20][N:19]([CH2:22][CH2:23][CH2:24][O:25][C:26]3[CH:34]=[CH:33][C:29]([C:30]([NH2:32])=[O:31])=[CH:28][CH:27]=3)[CH2:18][CH2:17]2)=[CH:35][CH:36]=1 |f:2.3,4.5|. Procedure details: To an ethanol (8 mL) suspension of 0.20 g of ethyl=4-{3-[4-(3-{4-[ethoxy(imino)methyl]phenoxy}propyl)-1-piperidinyl]propoxy}benzimidate were sequentially added 0.39 g of O-ethylhydroxylamine hydrochloride and 0.84 mL of triethylamine under cooling with ice, which was then stirred at room temperature for 3.5 days. The reaction mixture was added to a mixture of chloroform and water, which was then adjusted to pH 9.7 using a 20% sodium hydroxide aqueous solution. The organic layer was separated, wa... Reaction conditions: temperature 95 celsius, time 8 hour. The reagents and catalysts are Cl[Pd]([P](C1=CC=CC=C1)(C2=CC=CC=C2)C3=CC=CC=C3)([P](C4=CC=CC=C4)(C5=CC=CC=C5)C6=CC=CC=C6)Cl (Bis(triphenylphosphine)-palladium(II) dichloride). Starting materials: ice water, BrC=1N=C2C(=NC1)N(C=C2)S(=O)(=O)C2=CC=C(C)C=C2 (2-bromo-5-tosyl-5H-pyrrolo[2,3-b]pyrazine), CN(C)C=O (DMF), TEA, CO (MeOH). Procedure: CO was bubbled into an orange solution of 2-bromo-5-tosyl-5H-pyrrolo[2,3-b]pyrazine (50.0 g, 142 mmol, Example #7, step B) in DMF (2.50 L) within a 5 L round bottom flask for about 2 min. Bis(triphenylphosphine)-palladium(II) dichloride (9.96 g, 14.2 mmol), TEA (59 mL, 423 mmol) and MeOH (173.0 mL, 4259 mmol) were added and the flask was fitted with a balloon of CO. The mixture was heated at about 95° C. under an atmosphere of CO (1 atmosphere). After stirring overnight, the reaction mixture was... As a reaction SMILES: Br[C:2]1[N:3]=[C:4]2[CH:10]=[CH:9][N:8]([S:11]([C:14]3[CH:20]=[CH:19][C:17]([CH3:18])=[CH:16][CH:15]=3)(=[O:13])=[O:12])[C:5]2=[N:6][CH:7]=1.[CH3:21][OH:22].CN([CH:26]=[O:27])C>Cl[Pd](Cl)([P](C1C=CC=CC=1)(C1C=CC=CC=1)C1C=CC=CC=1)[P](C1C=CC=CC=1)(C1C=CC=CC=1)C1C=CC=CC=1>[S:11]([N:8]1[C:5]2=[N:6][CH:7]=[C:2]([C:21]([O:27][CH3:26])=[O:22])[N:3]=[C:4]2[CH:10]=[CH:9]1)([C:14]1[CH:20]=[CH:19][C:17]([CH3:18])=[CH:16][CH:15]=1)(=[O:13])=[O:12] |^1:30,49|. Product: S(=O)(=O)(C1=CC=C(C)C=C1)N1C=CC=2C1=NC=C(N2)C(=O)OC (methyl 5-tosyl-5H-pyrrolo[2,3-b]pyrazine-2-carboxylate). Reactants: C(CCC(=O)O)(=O)O (succinic acid), C(C)(C)(C)C=1C=C(NC=2C=C(C(=O)O)C=CC2)C=C(C1O)C(C)(C)C (3-(3,5-di-t-butyl-4-hydroxyanilino)benzoic acid), C1(CCC(=O)O1)=O (succinic anhydride), Cl (hydrochloric acid). Run in N1=CC=CC=C1 (pyridine), O (water), O (water). Conditions: temperature 150 celsius. Yields the product C(=O)(O)C=1C=C(C=CC1)N(C(CCC(=O)O)=O)C1=CC(=C(C(=C1)C(C)(C)C)O)C(C)(C)C (N-(3-Carboxyphenyl)-N-(3,5-di-t-butyl-4-hydroxyphenyl)succinamic Acid). Isolated yield 47.6%. Reaction SMILES: [C:1]([C:5]1[CH:6]=[C:7]([CH:18]=[C:19]([C:22]([CH3:25])([CH3:24])[CH3:23])[C:20]=1[OH:21])[NH:8][C:9]1[CH:10]=[C:11]([CH:15]=[CH:16][CH:17]=1)[C:12]([OH:14])=[O:13])([CH3:4])([CH3:3])[CH3:2].[C:26]1(=[O:32])[O:31][C:29](=[O:30])[CH2:28][CH2:27]1.Cl.C(O)(=O)CCC(O)=O>N1C=CC=CC=1.O>[C:12]([C:11]1[CH:10]=[C:9]([N:8]([C:7]2[CH:6]=[C:5]([C:1]([CH3:4])([CH3:3])[CH3:2])[C:20]([OH:21])=[C:19]([C:22]([CH3:25])([CH3:24])[CH3:23])[CH:18]=2)[C:26](=[O:32])[CH2:27][CH2:28][C:29]([OH:31])=[O:30])[CH:17]=[CH:16][CH:15]=1)([OH:14])=[O:13]. Reported procedure: Under a nitrogen atmosphere, a mixture of 3.0 g (0.0088 mole) of 3-(3,5-di-t-butyl-4-hydroxyanilino)benzoic acid and 9.0 g (0.090 mole) of succinic anhydride was heated at 150° C. for 15 minutes. The reaction mixture was diluted with pyridine (50 ml) and water, and was poured into cold dilute hydrochloric acid. The resulting precipitate was recrystallized from a mixture of 14 ml of ethanol and 22 ml of water to give a white solid. This solid was heated in 70 ml of water to dissolve any succinic ... The reactants are C(C)OCC (diethyl ether), Mg, Mg, BrCCCCCCCC (1-bromooctane), CCOCC (ether), C(C)OCC (diethyl ether), Grignard reagent, BrC1=C(C=O)C=CC=C1 (bromobenzaldehyde). The solvent is C1CCOC1 (THF), C1CCOC1 (THF). Run at time 0.5 hour. The product is BrC1=CC=C(C=C1)C(CCCCCCCC)O (1-(p-bromophenyl)-1-nonanol). Reaction SMILES: BrC[CH2:3][CH2:4][CH2:5][CH2:6][CH2:7][CH2:8][CH3:9].[Br:10][C:11]1[CH:18]=[CH:17][CH:16]=[CH:15][C:12]=1C=O.CC[O:21][CH2:22][CH3:23]>C1COCC1>[Br:10][C:11]1[CH:18]=[CH:17][C:16]([CH:22]([OH:21])[CH2:23][CH2:9][CH2:8][CH2:7][CH2:6][CH2:5][CH2:4][CH3:3])=[CH:15][CH:12]=1. Reported procedure: In a 100 ml round bottom flask with a Y adapter, condensor, and a 10 ml addition funnel was added 0.38 g (15.63 mmol) of Mg turnings which had been ground with a mortar and pestle. The apparatus was then flushed with argon and flame dried. After allowing the apparatus to cool under arqon, 4 ml of anhydrous diethyl either was added to the Mg. While vigorously stirring the Mg in the ether, 2.52 g (13.05 mmol) of 1-bromooctane in 3 ml of diethyl ether was added dropwise. After 5 drops, the Grignard... Yields the product N1=C(N=CC=C1)NC(OCC(Cl)(Cl)Cl)=O (2,2,2-Trichloroethyl pyrimidin-2-ylcarbamate). RXN SMILES: [N:1]1[CH:6]=[CH:5][CH:4]=[N:3][C:2]=1[NH2:7].N1C=CC=CC=1.Cl[C:15]([O:17][CH2:18][C:19]([Cl:22])([Cl:21])[Cl:20])=[O:16]>CN(C)C(=O)C>[N:1]1[CH:6]=[CH:5][CH:4]=[N:3][C:2]=1[NH:7][C:15](=[O:16])[O:17][CH2:18][C:19]([Cl:22])([Cl:21])[Cl:20]. Procedure details: To a solution of pyrimidine-2-amine (2.00 g, 21.0 mmol) and pyridine (5.10 ml, 63.0 mmol) in N,N-dimethylacetamide (50 ml) was added 2,2,2-trichloroethyl chloroformate (4.34 ml, 31.5 mmol) with ice-cooling, and the mixture was stirred for 40 minutes with ice-cooling. The reaction mixture was poured into ice-water and the mixture was extracted with ethyl acetate. The extract was washed with water and dried over anhydrous magnesium sulfate and the solvent was distilled off under reduced pressure. ... The solvent is CN(C(C)=O)C (N,N-dimethylacetamide). Conditions: time 40 minute. Reactants: ice water, N1=C(N=CC=C1)N (pyrimidine-2-amine), N1=CC=CC=C1 (pyridine), ClC(=O)OCC(Cl)(Cl)Cl (2,2,2-trichloroethyl chloroformate). The reactants are [Na].CC=1C(=NC=CC1OCC1(OCC2(OCCO2)CO1)C)CS(=O)C1=NC2=C(N1)C=CC=C2 (2-(((3-methyl-4-((8-methyl-1,4,7,9-tetraoxaspiro[4.5]dec-8-yl)methoxy)pyridin-2-yl)methyl)sulfinyl)-1H-benzimidazole sodium salt), C1CC12COC(OC2)COC2=C(C(=NC=C2)CO)C ((4-(5,7-dioxaspiro[2.5]oct-6-ylmethoxy)-3-methylpyridin-2-yl)methanol), N1C(=NC2=C1C=C1C(=C2)OCCO1)S (6,7-dihydro-1H-[1,4]dioxino[2′,3′:4,5]benzo[d]imidazole-2-thiol). Yields the product [Na].C1CC12COC(OC2)COC2=C(C(=NC=C2)CS(=O)C2=NC1=C(N2)C=C2C(=C1)OCCO2)C (2-(((4-(5,7-dioxaspiro[2.5]oct-6-ylmethoxy)-3-methylpyridin-2-yl)methyl)sulfinyl)-6,7-dihydro-1H-[1,4]dioxino[2,3-f]benzimidazole sodium salt). The yield is 55.6%. As a reaction SMILES: [Na:1].[CH3:2][C:3]1[C:4]([CH2:22][S:23]([C:25]2[NH:29][C:28]3[CH:30]=[CH:31][CH:32]=[CH:33][C:27]=3[N:26]=2)=[O:24])=[N:5][CH:6]=[CH:7][C:8]=1[O:9][CH2:10][C:11]1(C)[O:20][CH2:19][C:14]2(OCCO2)[CH2:13][O:12]1.C1C2(CO[CH:39]([CH2:42][O:43]C3C=CN=C(CO)C=3C)[O:38]C2)C1.N1[C:57]2C=C3OCCOC3=C[C:56]=2N=C1S>>[Na:1].[CH2:56]1[C:14]2([CH2:19][O:20][CH:11]([CH2:10][O:9][C:8]3[CH:7]=[CH:6][N:5]=[C:4]([CH2:22][S:23]([C:25]4[NH:29][C:28]5[CH:30]=[C:31]6[O:43][CH2:42][CH2:39][O:38][C:32]6=[CH:33][C:27]=5[N:26]=4)=[O:24])[C:3]=3[CH3:2])[O:12][CH2:13]2)[CH2:57]1 |f:0.1,4.5,^1:0,66|. Procedure details: The same procedure as in the steps (5f) to (5h) was repeated using the (4-(5,7-dioxaspiro[2.5]oct-6-ylmethoxy)-3-methylpyridin-2-yl)methanol obtained in Example (2d) and 6,7-dihydro-1H-[1,4]dioxino[2′,3′:4,5]benzo[d]imidazole-2-thiol to obtain the title compound (364 mg, total 55.6% yield) as a light pink solid. Starting materials: COC(C[C@@H]1COC2=C1C=CC(=C2)O[C@@H]2CCC1=C(C(=CC=C21)C#N)Br)=O ({(S)-6-[(R)-4-bromo-5-cyano-indan-1-yloxy]-2,3-dihydro-benzofuran-3-yl}-acetic acid methyl ester), [Cl-].ClC1=CC=C(C=N1)C[Zn+] (6-chloro-pyridin-3-ylmethylzinc chloride), Intermediate 1. Yields the product COC(C[C@@H]1COC2=C1C=CC(=C2)O[C@@H]2CCC1=C(C(=CC=C21)C#N)CC=2C=NC(=CC2)Cl)=O ({(S)-6-[(R)-4-(6-Chloro-pyridin-3-ylmethyl)-5-cyano-indan-1-yloxy]-2,3-dihydro-benzofuran-3-yl}-acetic acid methyl ester). RXN SMILES: [CH3:1][O:2][C:3](=[O:27])[CH2:4][C@H:5]1[C:9]2[CH:10]=[CH:11][C:12]([O:14][C@H:15]3[C:23]4[C:18](=[C:19](Br)[C:20]([C:24]#[N:25])=[CH:21][CH:22]=4)[CH2:17][CH2:16]3)=[CH:13][C:8]=2[O:7][CH2:6]1.[Cl-].[Cl:29][C:30]1[N:35]=[CH:34][C:33]([CH2:36][Zn+])=[CH:32][CH:31]=1>>[CH3:1][O:2][C:3](=[O:27])[CH2:4][C@H:5]1[C:9]2[CH:10]=[CH:11][C:12]([O:14][C@H:15]3[C:23]4[C:18](=[C:19]([CH2:36][C:33]5[CH:34]=[N:35][C:30]([Cl:29])=[CH:31][CH:32]=5)[C:20]([C:24]#[N:25])=[CH:21][CH:22]=4)[CH2:17][CH2:16]3)=[CH:13][C:8]=2[O:7][CH2:6]1 |f:1.2|. Procedure: The title compound is prepared from {(S)-6-[(R)-4-bromo-5-cyano-indan-1-yloxy]-2,3-dihydro-benzofuran-3-yl}-acetic acid methyl ester and 6-chloro-pyridin-3-ylmethylzinc chloride following a procedure analogous to that described in Step 6 of Intermediate 1. LC (method 4): tR=1.17 min; Mass spectrum (ESI+): m/z=475/477 [M+H]+. Reactants: C(C)OC(CCSC1=CN=C(S1)NC(=O)N(CC1CCCC1)C1=CC(=CC=C1)NC(C)=O)=O (3-{2-[3-(3-acetylamino-phenyl)-3-cyclopentylmethyl-ureido]-thiazol-5-ylsulfanyl}-propionic acid ethyl ester), C1(CCCC1)C=O (cyclopentanecarbaldehyde), C(C)OC(CCSC1=CN=C(S1)N)=O (3-(2-amino-thiazol-5-ylsulfanyl)-propionic acid ethyl ester), C1(CCCC1)CN(C(NC=1SC=C(N1)CC(=O)O)=O)C1=CC(=C(C=C1)F)F ({2-[3-cyclopentylmethyl-3-(3,4-difluoro-phenyl)-ureido]-thiazol-4-yl}-acetic acid), NC=1C=C(C=CC1)NC(C)=O (N-(3-amino-phenyl)-acetamide). Yields the product C(C)(=O)NC=1C=C(C=CC1)N(C(N(C=1SC(=CN1)SCCC(=O)O)C)=O)C1CCCC1 (3-{2-[3-(3-Acetylamino-phenyl)-3-cyclopentyl methyl-ureido]-thiazol-5-ylsulfanyl}-propionic acid). RXN SMILES: C([O:3][C:4](=[O:33])[CH2:5][CH2:6][S:7][C:8]1[S:12][C:11]([NH:13][C:14]([N:16]([C:23]2[CH:28]=[CH:27][CH:26]=[C:25]([NH:29][C:30](=[O:32])[CH3:31])[CH:24]=2)CC2CCCC2)=[O:15])=[N:10][CH:9]=1)C.[CH:34]1(CN(C2C=CC(F)=C(F)C=2)C(=O)NC2SC=C(CC(O)=O)N=2)[CH2:38][CH2:37][CH2:36][CH2:35]1.N[C:62]1C=C(NC(=O)C)C=CC=1.C1(C=O)CCCC1.C(OC(=O)CCSC1SC(N)=NC=1)C>>[C:30]([NH:29][C:25]1[CH:24]=[C:23]([N:16]([CH:34]2[CH2:38][CH2:37][CH2:36][CH2:35]2)[C:14](=[O:15])[N:13]([CH3:62])[C:11]2[S:12][C:8]([S:7][CH2:6][CH2:5][C:4]([OH:3])=[O:33])=[CH:9][N:10]=2)[CH:28]=[CH:27][CH:26]=1)(=[O:32])[CH3:31]. Procedure details: The title compound was prepared via 3-{2-[3-(3-acetylamino-phenyl)-3-cyclopentylmethyl-ureido]-thiazol-5-ylsulfanyl}-propionic acid ethyl ester in a similar manner as described for the synthesis of {2-[3-cyclopentylmethyl-3-(3,4-difluoro-phenyl)-ureido]-thiazol-4-yl}-acetic acid, using N-(3-amino-phenyl)-acetamide, cyclopentanecarbaldehyde and 3-(2-amino-thiazol-5-ylsulfanyl)-propionic acid ethyl ester. Starting materials: CC1C(C(CC=C1)(C)C)C(C=CC)=O (1-(2,6,6-trimethylcyclohex-3-enyl)but-2-en-1-one), C(C)N(C(C)C)C(C)C (ethyl diisopropylamine), Cl.C(C)OC([C@@H](N)CS)=O (L-Cystein ethyl ester hydrochloride). The solvent is CCO (EtOH). The product is O=C(CC(C)NC(C(=O)OCC)CSC(C)CC(C1C(C=CCC1(C)C)C)=O)C1C(C=CCC1(C)C)C (Ethyl 2-(4-oxo-4-(2,6,6-trimethylcyclohex-3-enyl)butan-2-ylamino)-3-(4-oxo-4-(2,6,6-trimethylcyclohex-3-enyl)butan-2-ylthio)propanoate). Isolated yield 64.1%. As a reaction SMILES: [CH3:1][CH:2]1[CH:7]=[CH:6][CH2:5][C:4]([CH3:9])([CH3:8])[CH:3]1[C:10](=[O:14])[CH:11]=[CH:12][CH3:13].C(N([CH:21]([CH3:23])[CH3:22])C(C)C)C.Cl.[CH2:25]([O:27][C:28](=[O:33])[C@H:29]([CH2:31][SH:32])[NH2:30])[CH3:26]>CCO>[O:14]=[C:10]([CH:3]1[C:4]([CH3:8])([CH3:9])[CH2:5][CH:6]=[CH:7][CH:2]1[CH3:1])[CH2:11][CH:12]([NH:30][CH:29]([CH2:31][S:32][CH:12]([CH2:11][C:10](=[O:14])[CH:3]1[C:4]([CH3:8])([CH3:9])[CH2:5][CH:6]=[CH:23][CH:21]1[CH3:22])[CH3:13])[C:28]([O:27][CH2:25][CH3:26])=[O:33])[CH3:13] |f:2.3|. Procedure details: A solution of 1-(2,6,6-trimethylcyclohex-3-enyl)but-2-en-1-one (83.0 g, 0.50 mol, 2 equiv.), ethyl diisopropylamine (32.3 g, 0.25 mol, 1 equiv.) and L-Cystein ethyl ester hydrochloride (46.5 g, 0.25 mol, 1 equiv.) in EtOH (600 ml) is heated to 60° C. during 44 h. The solvent is removed in vacuo and the residue dissolved in methyl t-butyl ether. The solution is washed with dilute aq. NaCl, dried over MgSO4 and concentrated. The residue is purified by chromatography on SiO2 to yield 85.5 g (71%) o... Reactants: OC1=C(C(=O)C2=CC=CC=C2)C=CC(=C1)O (2,4-dihydroxybenzophenone), C(Cl)C1CO1 (epichlorohydrin), OC1CC(N(C(C1)(C)C)OC)(C)C (4-hydroxy-1-methoxy-2,2,6,6-tetramethylpiperidine). Product: OC1=C(C(=O)C2=CC=CC=C2)C=CC(=C1)OCC(COC1CC(N(C(C1)(C)C)OC)(C)C)O (2-Hydroxy-4-[3-(1-methoxy-2,2,6,6-tetramethylpiperidin-4-yloxy) -2-hydroxypropoxy]benzophenone). Reaction SMILES: [OH:1][C:2]1[CH:15]=[C:14]([OH:16])[CH:13]=[CH:12][C:3]=1[C:4]([C:6]1[CH:11]=[CH:10][CH:9]=[CH:8][CH:7]=1)=[O:5].[CH2:17]([CH:19]1[O:21][CH2:20]1)Cl.[OH:22][CH:23]1[CH2:28][C:27]([CH3:30])([CH3:29])[N:26]([O:31][CH3:32])[C:25]([CH3:34])([CH3:33])[CH2:24]1>>[OH:1][C:2]1[CH:15]=[C:14]([O:16][CH2:17][CH:19]([OH:21])[CH2:20][O:22][CH:23]2[CH2:28][C:27]([CH3:29])([CH3:30])[N:26]([O:31][CH3:32])[C:25]([CH3:34])([CH3:33])[CH2:24]2)[CH:13]=[CH:12][C:3]=1[C:4]([C:6]1[CH:11]=[CH:10][CH:9]=[CH:8][CH:7]=1)=[O:5]. Reported procedure: The title compound is prepared by reaction of 2,4-dihydroxybenzophenone with epichlorohydrin followed by reaction with 4-hydroxy-1-methoxy-2,2,6,6-tetramethylpiperidine.